Dataset: the Open Reaction Database (ORD), a public repository of structured organic reaction records. Task: describe an organic reaction: reactants, conditions, products, and yield Reaction SMILES: [BrH:1].[N+:2](=[N-:3])=[CH:4][C:5]([CH2:6][CH2:7][c:8]1[cH:9][cH:10][cH:11][cH:12][cH:13]1)=[O:14]>>[Br:1][CH2:4][C:5]([CH2:6][CH2:7][c:8]1[cH:9][cH:10][cH:11][cH:12][cH:13]1)=[O:14]. Starting materials: Br, [N-]=[N+]=CC(=O)CCc1ccccc1. Product: O=C(CBr)CCc1ccccc1. Starting materials: C1(=CC=CC=C1)P(C1=CC=CC=C1)C1=CC=CC=C1.ClC1=C(C=CC=C1)C(C1=C(C=CC(=C1)F)N1C(=NC(=C1CO)C)CN(C)C)=O (2'-chloro-5-fluoro-2-[2-[(dimethylamino)methyl]-4-methyl-5-hydroxymethylimidazol-1-yl]benzophenone triphenylphosphine), C1(C=2C(C(N1)=O)=CC=CC2)=O (phthalimide), N(=NC(=O)OCC)C(=O)OCC (diethyl azodicarboxylate). The product is FC1=CC(=C(C=C1)N1C(=NC(=C1CN1C(C=2C(C1=O)=CC=CC2)=O)C)CN(C)C)C(C2=C(C=CC=C2)Cl)=O (N-[[1-[4-fluoro-2-(o-chlorobenzoyl)-phenyl]-2-[(dimethylamino)methyl]-4-methylimidazol-5-yl]-methyl]phthalimide). As a reaction SMILES: C1(P(C2C=CC=CC=2)C2C=CC=CC=2)C=CC=CC=1.[Cl:20][C:21]1[CH:26]=[CH:25][CH:24]=[CH:23][C:22]=1[C:27](=[O:47])[C:28]1[CH:33]=[C:32]([F:34])[CH:31]=[CH:30][C:29]=1[N:35]1[C:39]([CH2:40]O)=[C:38]([CH3:42])[N:37]=[C:36]1[CH2:43][N:44]([CH3:46])[CH3:45].[C:48]1(=[O:58])[NH:52][C:51](=[O:53])[C:50]2=[CH:54][CH:55]=[CH:56][CH:57]=[C:49]12.N(C(OCC)=O)=NC(OCC)=O>>[F:34][C:32]1[CH:31]=[CH:30][C:29]([N:35]2[C:39]([CH2:40][N:52]3[C:48](=[O:58])[C:49]4=[CH:57][CH:56]=[CH:55][CH:54]=[C:50]4[C:51]3=[O:53])=[C:38]([CH3:42])[N:37]=[C:36]2[CH2:43][N:44]([CH3:45])[CH3:46])=[C:28]([C:27](=[O:47])[C:22]2[CH:23]=[CH:24][CH:25]=[CH:26][C:21]=2[Cl:20])[CH:33]=1 |f:0.1|. Procedure: In the manner given in Example 3, 2'-chloro-5-fluoro-2-[2-[(dimethylamino)methyl]-4-methyl-5-hydroxymethylimidazol-1-yl]benzophenone triphenylphosphine, phthalimide and thereafter diethyl azodicarboxylate are reacted together to give N-[[1-[4-fluoro-2-(o-chlorobenzoyl)-phenyl]-2-[(dimethylamino)methyl]-4-methylimidazol-5-yl]-methyl]phthalimide. The reactants are C(C)(=O)N(OC(C)=O)CC=CC1=CN(C=C1)C1=C(C=CC=C1C)C (N-acetyl-N-acetyloxy-3-[1-(2,6-dimethylphenyl)-1H-pyrrol-3-yl]-allylamine), CC1=C(C(=CC=C1)C)N1C=C(C=C1)C=O (1-(2,6-dimethylphenyl)-1H-pyrrole-3-carboxaldehyde), C(C)OC(C(P(=O)(O)O)(CC)CC)OCC (diethyl phosphonoacetaldehyde diethylacetal). Product: CC1=C(C(=CC=C1)C)N1C=C(C=C1)C=CC=O (3-[1-(2,6-dimethylphenyl)-1H-pyrrol-3-yl]-acrolein). As a reaction SMILES: C(N([CH2:9][CH:10]=[CH:11][C:12]1[CH:16]=[CH:15][N:14]([C:17]2[C:22]([CH3:23])=[CH:21][CH:20]=[CH:19][C:18]=2[CH3:24])[CH:13]=1)OC(=O)C)(=O)C.CC1C=CC=C(C)C=1N1C=CC(C=[O:39])=C1.C(OC(OCC)C(CC)(CC)P(O)(O)=O)C>>[CH3:24][C:18]1[CH:19]=[CH:20][CH:21]=[C:22]([CH3:23])[C:17]=1[N:14]1[CH:15]=[CH:16][C:12]([CH:11]=[CH:10][CH:9]=[O:39])=[CH:13]1. Procedure details: Similarly prepared is N-acetyl-N-acetyloxy-3-[1-(2,6-dimethylphenyl)-1H-pyrrol-3-yl]-allylamine. The starting material is prepared by condensing 1-(2,6-dimethylphenyl)-1H-pyrrole-3-carboxaldehyde with diethyl phosphonoacetaldehyde diethylacetal to obtain 3-[1-(2,6-dimethylphenyl)-1H-pyrrol-3-yl]-acrolein. The aldehyde is then converted to the oxime and reduced to the hydroxylamine according to previously described procedures. Reactants: N1(N=NN=C1)C=1C=C(C=CC1)CCN1CCN(CC1)C(=O)OC(C)(C)C (t-butyl 4-{2-[3-(1H-tetrazol-1yl)phenyl]ethyl}piperazine-1-carboxylate), C(=O)(C(F)(F)F)O (TFA). The product is FC(C(=O)[O-])(F)F.N1(N=NN=C1)C=1C=C(C=CC1)CCN1CC[NH2+]CC1 (4-{2-[3-(1h-tetrazol-1yl)phenyl]ethyl}piperazin-1-ium trifluoroacetate). Reaction SMILES: [N:1]1([C:6]2[CH:7]=[C:8]([CH2:12][CH2:13][N:14]3[CH2:19][CH2:18][N:17](C(OC(C)(C)C)=O)[CH2:16][CH2:15]3)[CH:9]=[CH:10][CH:11]=2)[CH:5]=[N:4][N:3]=[N:2]1.[C:27]([OH:33])([C:29]([F:32])([F:31])[F:30])=[O:28]>>[F:30][C:29]([F:32])([F:31])[C:27]([O-:33])=[O:28].[N:1]1([C:6]2[CH:7]=[C:8]([CH2:12][CH2:13][N:14]3[CH2:15][CH2:16][NH2+:17][CH2:18][CH2:19]3)[CH:9]=[CH:10][CH:11]=2)[CH:5]=[N:4][N:3]=[N:2]1 |f:2.3|. Procedure: The t-butyl 4-{2-[3-(1H-tetrazol-1yl)phenyl]ethyl}piperazine-1-carboxylate (280 mg, 2.15 mmol) was stirred in TFA (5 ml) for ½ hr then concentrated and dried to yield 4-{2-[3-(1h-tetrazol-1yl)phenyl]ethyl}piperazin-1-ium trifluoroacetate. LC-MS (IE, m/z): 259 [M+1]+. Starting materials: C[C@H](C(N1CCCC1)=O)NC(OCC1=CC=CC=C1)=O (Phenylmethyl [(1R)-1-methyl-2-oxo-2-(1-pyrrolidinyl)ethyl]carbamate). Yield: 91.8%. Yields the product O=C([C@@H](C)N)N1CCCC1 ((2R)-1-oxo-1-(1-pyrrolidinyl)-2-propanamine). As a reaction SMILES: [CH3:1][C@@H:2]([NH:10]C(=O)OCC1C=CC=CC=1)[C:3](=[O:9])[N:4]1[CH2:8][CH2:7][CH2:6][CH2:5]1>CO>[O:9]=[C:3]([N:4]1[CH2:8][CH2:7][CH2:6][CH2:5]1)[C@H:2]([NH2:10])[CH3:1]. Reported procedure: Phenylmethyl [(1R)-1-methyl-2-oxo-2-(1-pyrrolidinyl)ethyl]carbamate (496 mg, 1.8 mmol) was dissolved in 20 mL of MeOH, degassed and placed under argon. 10% Pd/C (125 mg) was added, and the contents were thoroughly degassed and placed under a hydrogen balloon overnight. The contents were then degassed and filtered through Celite, and the Celite pad was washed with DCM and MeOH. The resulting filtrate was concentrated in vacuo to provide the (2R)-1-oxo-1-(1-pyrrolidinyl)-2-propanamine (235 mg, 91%... The solvent is CO (MeOH). Starting materials: C1(=CC=CC=C1)C (toluene), FC1=CC=C(C=C1)[C@@]1([C@H](CN(CC1)C(=O)OC(C)(C)C)OC(C(C)(C)C)=O)O (tert-butyl (3S,4S)-4-(4-fluorophenyl)-4-hydroxy-3-(pivaloyloxy)piperidine-1-carboxylate), C(C)[N+](S(=O)(=O)NC(OC)=O)(CC)CC (methyl N-(triethylammoniosulfonyl)carbamate), resultant mixture. The solvent is C(C)(=O)OCC (ethyl acetate). The product is FC1=CC=C(C=C1)C1=CCN(C[C@@H]1OC(C(C)(C)C)=O)C(=O)OC(C)(C)C (tert-Butyl (R)-4-(4-fluorophenyl)-5-(pivaloyloxy)-5,6-dihydropyridine-1(2H)-carboxylate). Yield: 74.5%. As a reaction SMILES: C1(C)C=CC=CC=1.[F:8][C:9]1[CH:14]=[CH:13][C:12]([C@@:15]2(O)[CH2:20][CH2:19][N:18]([C:21]([O:23][C:24]([CH3:27])([CH3:26])[CH3:25])=[O:22])[CH2:17][C@@H:16]2[O:28][C:29](=[O:34])[C:30]([CH3:33])([CH3:32])[CH3:31])=[CH:11][CH:10]=1.C([N+](CC)(CC)S(NC(=O)OC)(=O)=O)C>C(OCC)(=O)C>[F:8][C:9]1[CH:10]=[CH:11][C:12]([C:15]2[C@@H:16]([O:28][C:29](=[O:34])[C:30]([CH3:31])([CH3:32])[CH3:33])[CH2:17][N:18]([C:21]([O:23][C:24]([CH3:27])([CH3:26])[CH3:25])=[O:22])[CH2:19][CH:20]=2)=[CH:13][CH:14]=1. Procedure details: To a toluene solution (40 mL) of tert-butyl (3S,4S)-4-(4-fluorophenyl)-4-hydroxy-3-(pivaloyloxy)piperidine-1-carboxylate (2.07 g, 5.23 mmol) synthesized in Reference Synthesis Example 130, methyl N-(triethylammoniosulfonyl)carbamate (1.74 g, 7.32 mmol) was added and the resultant mixture was stirred at 60° C. for 3 hours. After completion of the reaction, ethyl acetate was added to the reaction solution and the resultant mixture was washed with each of saturated sodium bicarbonate aqueous soluti... Reactants: BrC=1C=C2C=CC(=CC2=CC1)C(C(C)C)(O)C=1N=CN(C1)C(C1=CC=CC=C1)(C1=CC=CC=C1)C1=CC=CC=C1 (1-(6-Bromonaphthalen-2-yl)-2-methyl-1-(1-trityl-1H-imidazol-4-yl)-1-propanol), C(C1=CC=CC=C1)(C1=CC=CC=C1)=N (benzophenonimine), CC(C)([O-])C.[Na+] (sodium t-butoxide). The reagents and catalysts are C=1C=CC(=CC1)/C=C/C(=O)/C=C/C2=CC=CC=C2.C=1C=CC(=CC1)/C=C/C(=O)/C=C/C2=CC=CC=C2.C=1C=CC(=CC1)/C=C/C(=O)/C=C/C2=CC=CC=C2.[Pd].[Pd] (tris(dibenzylideneacetone)dipalladium), C1=CC=C(C=C1)P(C2=CC=CC=C2)C3=C(C4=CC=CC=C4C=C3)C5=C(C=CC6=CC=CC=C65)P(C7=CC=CC=C7)C8=CC=CC=C8 ((R)-(+)-2,2′-bis(diphenylphosphino)-1,1′-binaphthyl). Solvent: C1(=CC=CC=C1)C (toluene), C(C)(=O)OCC (ethyl acetate). Run at temperature 80 celsius, time 18 hour. Yields the product NC=1C=C2C=CC(=CC2=CC1)C(C(C)C)(O)C=1N=CNC1 (1-(6-Aminonaphthalen-2-yl)-1-(1H-imidazol-4-yl)-2-methyl-1-propanol). Isolated yield 213.3%. Reaction SMILES: Br[C:2]1[CH:3]=[C:4]2[C:9](=[CH:10][CH:11]=1)[CH:8]=[C:7]([C:12]([C:17]1[N:18]=[CH:19][N:20](C(C3C=CC=CC=3)(C3C=CC=CC=3)C3C=CC=CC=3)[CH:21]=1)([OH:16])[CH:13]([CH3:15])[CH3:14])[CH:6]=[CH:5]2.C(=[NH:54])(C1C=CC=CC=1)C1C=CC=CC=1.CC(C)([O-])C.[Na+]>C1(C)C=CC=CC=1.C(OCC)(=O)C.C1C=CC(/C=C/C(/C=C/C2C=CC=CC=2)=O)=CC=1.C1C=CC(/C=C/C(/C=C/C2C=CC=CC=2)=O)=CC=1.C1C=CC(/C=C/C(/C=C/C2C=CC=CC=2)=O)=CC=1.[Pd].[Pd].C1C=CC(P(C2C=CC3C(=CC=CC=3)C=2C2C3C(=CC=CC=3)C=CC=2P(C2C=CC=CC=2)C2C=CC=CC=2)C2C=CC=CC=2)=CC=1>[NH2:54][C:2]1[CH:3]=[C:4]2[C:9](=[CH:10][CH:11]=1)[CH:8]=[C:7]([C:12]([C:17]1[N:18]=[CH:19][NH:20][CH:21]=1)([OH:16])[CH:13]([CH3:15])[CH3:14])[CH:6]=[CH:5]2 |f:2.3,6.7.8.9.10|. Procedure: 1-(6-Bromonaphthalen-2-yl)-2-methyl-1-(1-trityl-1H-imidazol-4-yl)-1-propanol (14.0 g), benzophenonimine (5.18 g), tris(dibenzylideneacetone)dipalladium (440 mg), (R)-(+)-2,2′-bis(diphenylphosphino)-1,1′-binaphthyl (872 mg) and sodium t-butoxide (5.72 g) were dissolved in toluene (140 ml). The solution was stirred at 80° C. for 18 h under argon atmosphere. The solution was cooled, and diluted with ethyl acetate. The mixture was filtered with celite, the residue was washed with ethyl acetate. The ... Starting materials: ice water, COC1=C2C(C(=COC2=CC(=C1)OC)I)=O (5,7-dimethoxy-3-iodochromone), N1=CNC2=C1C=CC=C2 (benzimidazole), C([O-])([O-])=O.[K+].[K+] (potassium carbonate). The solvent is CN(C=O)C (dimethylformamide). Product: N1=C(NC2=C1C=CC=C2)C=2OC1=CC(=CC(=C1C(C2)=O)OC)OC (2-benzimidazolyl-5,7-dimethoxychromone). Isolated yield 67.0%. Reaction SMILES: [CH3:1][O:2][C:3]1[CH:12]=[C:11]([O:13][CH3:14])[CH:10]=[C:9]2[C:4]=1[C:5](=[O:16])[C:6](I)=[CH:7][O:8]2.[N:17]1[C:21]2[CH:22]=[CH:23][CH:24]=[CH:25][C:20]=2[NH:19][CH:18]=1.C(=O)([O-])[O-].[K+].[K+]>CN(C)C=O>[N:17]1[C:21]2[CH:22]=[CH:23][CH:24]=[CH:25][C:20]=2[NH:19][C:18]=1[C:7]1[O:8][C:9]2[C:4]([C:5](=[O:16])[CH:6]=1)=[C:3]([O:2][CH3:1])[CH:12]=[C:11]([O:13][CH3:14])[CH:10]=2 |f:2.3.4|. Procedure: A mixture of 5,7-dimethoxy-3-iodochromone (166 mg) prepared in Example 16, benzimidazole (236 mg), potassium carbonate (1382 mg), and dimethylformamide (15 ml) was reacted at 80° C. for 2 hours with stirring. The reaction mixture was added to ice water and extracted from chloroform. The organic layer was dried over anhydrous sodium sulfate, and concentrated under reduced pressure. The residue was purifiedby the silica gel column chromatography, and recrystallized from benzene/hexane to give the ...